Dataset: the Open Reaction Database (ORD), a public repository of structured organic reaction records. Task: describe an organic reaction: reactants, conditions, products, and yield Starting materials: BrCC(CBr)O (1,3-Dibromo-2-propanol), COCOC (dimethoxymethane). Solvent: C(Cl)Cl (methylene chloride). The product is BrCC(CBr)OCOC (1,3-dibromo-2-(methoxymethoxy)propane). Reaction SMILES: [Br:1][CH2:2][CH:3]([OH:6])[CH2:4][Br:5].[CH3:7][O:8][CH2:9]OC>C(Cl)Cl>[Br:1][CH2:2][CH:3]([O:6][CH2:7][O:8][CH3:9])[CH2:4][Br:5]. Reported procedure: 1,3-Dibromo-2-propanol, dimethoxymethane, and boron trifluoride diethyl ether complex were reacted in methylene chloride at room temperature to obtain 1,3-dibromo-2-(methoxymethoxy)propane.